This data is from the Open Reaction Database (ORD), a public repository of structured organic reaction records. The task is: describe an organic reaction: reactants, conditions, products, and yield Starting materials: CN(C)C=O, CCOC(C)=O, CC(n1ncnn1)C1(c2ccc(F)cc2F)CO1, [H-], [Na+], O, c1nc[nH]n1. The product is CC(n1ncnn1)C(O)(Cn1cncn1)c1ccc(F)cc1F. As a reaction SMILES: [CH3:27][N:28]([CH3:29])[CH:30]=[O:31].[CH3:32][CH2:33][O:34][C:35](=[O:36])[CH3:37].[F:8][c:9]1[c:10]([C:16]2([CH:19]([CH3:20])[n:21]3[n:22][cH:23][n:24][n:25]3)[O:17][CH2:18]2)[cH:11][cH:12][c:13]([F:15])[cH:14]1.[H-:6].[Na+:7].[OH2:26].[nH:1]1[n:2][cH:3][n:4][cH:5]1>>[n:1]1([CH2:18][C:16]([c:10]2[c:9]([F:8])[cH:14][c:13]([F:15])[cH:12][cH:11]2)([OH:17])[CH:19]([CH3:20])[n:21]2[n:22][cH:23][n:24][n:25]2)[n:2][cH:3][n:4][cH:5]1. RXN SMILES: [Br:47][CH2:48][CH2:49][CH2:50][CH2:51][Cl:52].[C:59]([O:60][CH2:61][CH3:62])(=[O:63])[CH3:64].[CH2:1]([NH:2][c:6]1[n:7][c:8]([NH2:22])[c:9]2[n:10][c:11]([O:20][CH3:21])[n:12]([CH2:15][CH2:16][CH2:17][CH2:18][Cl:19])[c:13]2[n:14]1)[CH2:3][CH2:4][CH3:5].[CH2:53]1[CH2:54][CH2:55][CH2:56][CH2:57][CH2:58]1.[CH3:30][O:31][c:32]1[n:33][c:34]2[n:41][c:40]([O:42][CH:43]([CH2:44][CH3:45])[CH3:46])[nH:39][c:37]([NH2:38])[c:35]-2[n:36]1.[F:23][C:24]([F:25])([F:26])[C:27]([OH:28])=[O:29]>>[c:6]1([O:42][CH:43]([CH2:44][CH3:45])[CH3:46])[n:7][c:8]([NH2:22])[c:9]2[n:10][c:11]([O:20][CH3:21])[n:12]([CH2:15][CH2:16][CH2:17][CH2:18][Cl:19])[c:13]2[n:14]1. Product: CCC(C)Oc1nc(N)c2nc(OC)n(CCCCCl)c2n1. The reactants are ClCCCCBr, CCOC(C)=O, CCCCNc1nc(N)c2nc(OC)n(CCCCCl)c2n1, C1CCCCC1, CCC(C)Oc1nc2nc(OC)nc-2c(N)[nH]1, O=C(O)C(F)(F)F. As a reaction SMILES: [CH2:19]([O+:20]([CH2:21][CH3:22])[CH2:23][CH3:24])[CH3:25].[CH2:30]([Cl:31])[Cl:32].[CH3:1][n:2]1[n:3][c:4]([CH3:13])[c:5]([N+:10](=[O:11])[O-:12])[c:6]1[C:7](=[O:8])[NH2:9].[F:14][B-:15]([F:16])([F:17])[F:18].[NH2:26][CH2:27][CH2:28][NH2:29]>>[CH3:1][n:2]1[n:3][c:4]([CH3:13])[c:5]([N+:10](=[O:11])[O-:12])[c:6]1[C:7]1=[N:9][CH2:28][CH2:27][NH:26]1. The product is Cc1nn(C)c(C2=NCCN2)c1[N+](=O)[O-]. Reactants: CC[O+](CC)CC, ClCCl, Cc1nn(C)c(C(N)=O)c1[N+](=O)[O-], F[B-](F)(F)F, NCCN. The product is O=C1Nc2cc(C(=O)c3ccc(NC(=O)c4cccs4)cc3)ccc2C1=CO. Starting materials: CC[O-], CCO, CCOC=O, Cl, [Na+], O=C1Cc2ccc(C(=O)c3ccc(NC(=O)c4cccs4)cc3)cc2N1. RXN SMILES: [CH3:33][CH2:34][O-:35].[CH3:37][CH2:38][OH:39].[CH:27](=[O:28])[O:29][CH2:30][CH3:31].[ClH:36].[Na+:32].[O:1]=[C:2]1[NH:3][c:4]2[cH:5][c:6]([C:11](=[O:12])[c:13]3[cH:14][cH:15][c:16]([NH:19][C:20](=[O:21])[c:22]4[s:23][cH:24][cH:25][cH:26]4)[cH:17][cH:18]3)[cH:7][cH:8][c:9]2[CH2:10]1>>[O:1]=[C:2]1[NH:3][c:4]2[cH:5][c:6]([C:11](=[O:12])[c:13]3[cH:14][cH:15][c:16]([NH:19][C:20](=[O:21])[c:22]4[s:23][cH:24][cH:25][cH:26]4)[cH:17][cH:18]3)[cH:7][cH:8][c:9]2[C:10]1=[CH:27][OH:28]. Starting materials: FC(C=1C=CC2=C(NCC3(CC3)O2)C1)(F)F (3,4-Dihydro-6-trifluoromethyl-2H-1,4-benzoxazine-2-spiro-cyclopropane), N(=O)[O-].[Na+] (sodium nitrite). Run in C(C)(=O)O (acetic acid), CO (methanol), O (water), O (water). Reaction conditions: time 3 hour. The product is NN1CC2(CC2)OC2=C1C=C(C=C2)C(F)(F)F (4-Amino-3,4-dihydro-6-trifluoromethyl-2H-1,4-benzoxazine-2-spiro-cyclopropane). The yield is 71.3%. As a reaction SMILES: [F:1][C:2]([F:16])([F:15])[C:3]1[CH:4]=[CH:5][C:6]2[O:13][C:10]3([CH2:12][CH2:11]3)[CH2:9][NH:8][C:7]=2[CH:14]=1.[N:17]([O-])=O.[Na+]>C(O)(=O)C.CO.O>[NH2:17][N:8]1[C:7]2[CH:14]=[C:3]([C:2]([F:1])([F:15])[F:16])[CH:4]=[CH:5][C:6]=2[O:13][C:10]2([CH2:11][CH2:12]2)[CH2:9]1 |f:1.2|. Procedure details: 3,4-Dihydro-6-trifluoromethyl-2H-1,4-benzoxazine-2-spiro-cyclopropane (930 mg) was dissolved in 0.6 ml of acetic acid and 10 ml of methanol. Added dropwise to the resulting solution was a solution of 616 mg of sodium nitrite in 2 ml of water. The reaction mixture was stirred for 3 hours at room temperature, poured into water and then extracted with chloroform. The organic layer was washed with saturate saline and then dried over anhydrous magnesium sulfate. The chloroform was distilled off and t... Yields the product CN(C=1SC(=CN1)C)CC#CI (2-(N-methyl-3-iodo-2-propynylamino)-5-methylthiazole). The reactants are II (iodine), CCCCCC (hexane), C(CCC)[Li] (butyllithium), CN(C=1SC(=CN1)C)CC#C (2-(N-methyl-2-propynylamino)-5-methylthiazole). Yield: 82.7%. Reaction SMILES: [CH3:1][N:2]([CH2:9][C:10]#[CH:11])[C:3]1[S:4][C:5]([CH3:8])=[CH:6][N:7]=1.CCCCCC.C([Li])CCC.[I:23]I>O1CCCC1.C(Cl)(Cl)Cl>[CH3:1][N:2]([CH2:9][C:10]#[C:11][I:23])[C:3]1[S:4][C:5]([CH3:8])=[CH:6][N:7]=1. The solvent is O1CCCC1 (tetrahydrofuran), C(Cl)(Cl)Cl (chloroform). Reported procedure: Compound (b) (950 mg) was dissolved in anhydrous tetrahydrofuran (30 ml) and a hexane solution (4.5 ml) of butyllithium was added thereto at -78° C. After 30 minutes iodine (1.6 g) was added to the above mixture, which was then allowed to react for 10 minutes at room temperature and evaporated to remove the tetrahydrofuran. Water is added to the residue, which was then extracted with ether. The extract was washed with water and evaporated to remove the solvent. The residue was applied to chromat... The reactants are C(C)N(CCOC=1C(=NC=CC1)F)CCNC(=O)C=1N=C2N(C=C(C=C2)I)C1 (N-[2-[N-ethyl-N-[2-(2-fluoropyridin-3-yloxy)ethyl]amino]ethyl]-6-iodoimidazo[1,2-a]pyridine-2-carboxamide), Cl.Cl.C(C)N(CCOC=1C(=NC=CC1)F)CCNC(=O)C1=NC2=CC=C(C=C2N=C1)I (N-[2-[N-ethyl-N-[2-(2-fluoropyridin-3-yloxy)ethyl]amino]ethyl]-6-iodoquinoxaline-2-carboxamide dihydrochloride salt). Yields the product Cl.Cl.C(C)N(CCOC=1C(=NC=CC1)F)CCNC(=O)C=1N=C2N(C=C(C=C2)I)C1 (N-[2-[N-ethyl-N-[2-(2-fluoropyridin-3-yloxy)ethyl]amino]ethyl]-6-iodoimidazo[1,2-a]pyridine-2-carboxamide dihydrochloride salt). The yield is 91.0%. RXN SMILES: [CH2:1]([N:3]([CH2:14][CH2:15][NH:16][C:17]([C:19]1[N:20]=[C:21]2[CH:26]=[CH:25][C:24]([I:27])=[CH:23][N:22]2[CH:28]=1)=[O:18])[CH2:4][CH2:5][O:6][C:7]1[C:8]([F:13])=[N:9][CH:10]=[CH:11][CH:12]=1)[CH3:2].[ClH:29].Cl.C(N(CCNC(C1C=NC2C(=CC=C(I)C=2)N=1)=O)CCOC1C(F)=NC=CC=1)C>>[ClH:29].[ClH:29].[CH2:1]([N:3]([CH2:14][CH2:15][NH:16][C:17]([C:19]1[N:20]=[C:21]2[CH:26]=[CH:25][C:24]([I:27])=[CH:23][N:22]2[CH:28]=1)=[O:18])[CH2:4][CH2:5][O:6][C:7]1[C:8]([F:13])=[N:9][CH:10]=[CH:11][CH:12]=1)[CH3:2] |f:1.2.3,4.5.6|. Reported procedure: This compound was prepared, starting from compound 76 (0.15 g, 0.30 mmol), according to the procedure developed for compound 11. Reaction time at room temperature: 12 h to give compound 77 (157 mg, 0.28 mmol) as a very hygroscopic beige solid. Yield 91%; mp 143-145° C.; IR (KBr) ν 1291, 1456, 1559, 1675, 2500-3600 cm−1; ESI-MS m/z 497.9 [M+H]+.